The task is: describe an organic reaction: reactants, conditions, products, and yield. This data is from the Open Reaction Database (ORD), a public repository of structured organic reaction records. The reagents and catalysts are CN(C)C=1C=CN=CC1 (DMAP). As a reaction SMILES: [Br:1][CH2:2][C:3]1[CH:11]=[CH:10][CH:9]=[CH:8][C:4]=1[C:5]([OH:7])=[O:6].[CH2:12](O)[C:13]([Cl:16])([Cl:15])[Cl:14].C(Cl)CCl.Cl>CN(C1C=CN=CC=1)C.C(Cl)Cl.O>[Cl:14][C:13]([Cl:16])([Cl:15])[CH2:12][O:6][C:5](=[O:7])[C:4]1[CH:8]=[CH:9][CH:10]=[CH:11][C:3]=1[CH2:2][Br:1]. Product: ClC(COC(C1=C(C=CC=C1)CBr)=O)(Cl)Cl (2-Bromomethyl-benzoic acid 2,2,2-trichloro-ethyl ester). Run in C(Cl)Cl (DCM), O (Water). The yield is 49.7%. Starting materials: BrCC1=C(C(=O)O)C=CC=C1 (2-(bromomethyl)benzoic acid), C(C(Cl)(Cl)Cl)O (β-trichloroethanol), C(CCl)Cl (EDC), Cl (HCl). Conditions: temperature 0 celsius, time 0.5 hour. Procedure details: To a suspension of 2-(bromomethyl)benzoic acid (1.0 g, 4.65 mmol), β-trichloroethanol (0.54 mL, 5.58 mmol) and DMAP (0.057 g, 0.465 mmol) in DCM (20 mL) was added EDC×HCl (1.34 g, 6.98 mmol) at 0° C. The solution was stirred at 0° C. for 0.5 h and thereafter allowed to reach rt and stirred overnight. Water was added and the phases were separated through a phase separator. The organic portion was concentrated and the crude was submitted to flash chromatography using heptane and EtOAc (90/10) as e... Starting materials: C[S-], CCO, CO, [Na+], Cc1ccc(S(=O)(=O)OC2CCC3(CC2)OCCO3)cc1. The product is CSC1CCC2(CC1)OCCO2. RXN SMILES: [CH3:22][S-:23].[CH3:25][CH2:26][OH:27].[CH3:28][OH:29].[Na+:24].[O:1]1[CH2:2][CH2:3][O:4][C:5]12[CH2:6][CH2:7][CH:8]([O:11][S:12]([c:13]1[cH:14][cH:15][c:16]([CH3:17])[cH:18][cH:19]1)(=[O:20])=[O:21])[CH2:9][CH2:10]2>>[O:1]1[CH2:2][CH2:3][O:4][C:5]12[CH2:6][CH2:7][CH:8]([S:23][CH3:22])[CH2:9][CH2:10]2. Starting materials: C(C=C)NCC1=CC=C(C=C1)C(NC(=O)OC(C)(C)C)=N (N-allyl-4-(t-butoxycarbonylamidino)benzylamine). The reagents and catalysts are C1=CC=C(C=C1)P(C2=CC=CC=C2)C3=CC=CC=C3.C1=CC=C(C=C1)P(C2=CC=CC=C2)C3=CC=CC=C3.C1=CC=C(C=C1)P(C2=CC=CC=C2)C3=CC=CC=C3.[Cl-].[Rh] (chlorotris(triphenylphosphine)-rhodium(I)). The solvent is C(C)#N.O (acetonitrile water). Yields the product C(C)(C)(C)OC(=O)NC(=N)C1=CC=C(CN)C=C1 (4-(t-Butoxycarbonylamidino)benzylamine). RXN SMILES: C([NH:4][CH2:5][C:6]1[CH:11]=[CH:10][C:9]([C:12](=[NH:21])[NH:13][C:14]([O:16][C:17]([CH3:20])([CH3:19])[CH3:18])=[O:15])=[CH:8][CH:7]=1)C=C>C(#N)C.O.C1C=CC(P(C2C=CC=CC=2)C2C=CC=CC=2)=CC=1.C1C=CC(P(C2C=CC=CC=2)C2C=CC=CC=2)=CC=1.C1C=CC(P(C2C=CC=CC=2)C2C=CC=CC=2)=CC=1.[Cl-].[Rh]>[C:17]([O:16][C:14]([NH:13][C:12]([C:9]1[CH:8]=[CH:7][C:6]([CH2:5][NH2:4])=[CH:11][CH:10]=1)=[NH:21])=[O:15])([CH3:20])([CH3:18])[CH3:19] |f:1.2,3.4.5.6.7|. Procedure: The N-allyl-4-(t-butoxycarbonylamidino)benzylamine (3.97 mmoles, 1.15 g) and chlorotris(triphenylphosphine)-rhodium(I) (0.21 mmoles, 195 mg) was stirred in acetonitrile/water (84:16, 92 mL) under nitrogen. The mixture was refluxed for 3 hr and allowed to cool to room temperature. Then the mixture was filtered through a pad of celite and the solvent removed in vacuo. The residue was dried on a high vacuum pump to yield an orange glassy product 4-(t-Butoxycarbonylamidino)benzylamine product was ve...